Dataset: the Open Reaction Database (ORD), a public repository of structured organic reaction records. Task: describe an organic reaction: reactants, conditions, products, and yield Reaction SMILES: [NH2:1][C@@H:2]1[CH2:7][CH2:6][C@H:5]([NH:8][C:9]([C:11]2[C:15]3[N:16]=[CH:17][N:18]=[C:19]([C:20]4[C:28]5[O:27][CH2:26][O:25][C:24]=5[CH:23]=[CH:22][C:21]=4[O:29][CH2:30][CH2:31][O:32][CH3:33])[C:14]=3[NH:13][CH:12]=2)=[O:10])[CH2:4][CH2:3]1.Cl[C:35]([CH2:37][O:38]C(=O)C)=[O:36]>>[OH:38][CH2:37][C:35]([NH:1][C@@H:2]1[CH2:3][CH2:4][C@H:5]([NH:8][C:9]([C:11]2[C:15]3[N:16]=[CH:17][N:18]=[C:19]([C:20]4[C:28]5[O:27][CH2:26][O:25][C:24]=5[CH:23]=[CH:22][C:21]=4[O:29][CH2:30][CH2:31][O:32][CH3:33])[C:14]=3[NH:13][CH:12]=2)=[O:10])[CH2:6][CH2:7]1)=[O:36]. The reactants are N[C@H]1CC[C@H](CC1)NC(=O)C1=CNC2=C1N=CN=C2C2=C(C=CC=1OCOC12)OCCOC (cis-4-[5-(2-methoxy-ethoxy)-benzo[1,3]dioxol-4-yl]-5H-pyrrolo[3,2-d]pyrimidine-7-carboxylic acid (4-amino-cyclohexyl)-amide), ClC(=O)COC(C)=O (acetic acid chlorocarbonyl-methyl ester). Procedure: Starting from cis-4-[5-(2-methoxy-ethoxy)-benzo[1,3]dioxol-4-yl]-5H-pyrrolo[3,2-d]pyrimidine-7-carboxylic acid (4-amino-cyclohexyl)-amide (example A186) and acetic acid chlorocarbonyl-methyl ester the title compound was obtained as colorless solid. Yields the product OCC(=O)N[C@H]1CC[C@H](CC1)NC(=O)C1=CNC2=C1N=CN=C2C2=C(C=CC=1OCOC12)OCCOC (cis-4-[5-(2-Methoxy-ethoxy)-benzo[1,3]dioxol-4-yl]-5H-pyrrolo[3,2-d]pyrimidine-7-carboxylic acid [4-(2-hydroxy-acetylamino)-cyclohexyl]-amide).